The task is: describe an organic reaction: reactants, conditions, products, and yield. This data is from the Open Reaction Database (ORD), a public repository of structured organic reaction records. Reactants: CC1=C(CCl)C=C(C=C1)[N+](=O)[O-] (2-methyl-5-nitrobenzyl chloride), C(C)(=O)[O-].[Na+] (sodium acetate), CCCCCC.C1=CC=CC=C1 (hexane benzene). Run in C(C)(=O)O (acetic acid). Reaction conditions: temperature 115 celsius. Product: C(C)(=O)OCC1=C(C=CC(=C1)[N+](=O)[O-])C (2-Methyl-5-nitrobenzyl acetate). RXN SMILES: [C:1]([O-:4])(=[O:3])[CH3:2].[Na+].[CH3:6][C:7]1[CH:14]=[CH:13][C:12]([N+:15]([O-:17])=[O:16])=[CH:11][C:8]=1[CH2:9]Cl.CCCCCC.C1C=CC=CC=1>C(O)(=O)C>[C:1]([O:4][CH2:9][C:8]1[CH:11]=[C:12]([N+:15]([O-:17])=[O:16])[CH:13]=[CH:14][C:7]=1[CH3:6])(=[O:3])[CH3:2] |f:0.1,3.4|. Procedure: A slurry of anhydrous sodium acetate (60.0 g; 0.73 mol) in acetic acid (400 ml) is stirred and 2-methyl-5-nitrobenzyl chloride (45.3 g; 0.24 mol) added. The resulting reaction mixture is heated to reflux and is heated overnight at 115° C., after which time tlc (silica gel; 75/25 hexane/benzene) indicates that no starting material is present. The mixture is cooled down, concentrated in vacuo, and diluted with water. The precipitated solid (48.9 g; 95.8%) is collected and dried. A sample recrystal...